This data is from the Open Reaction Database (ORD), a public repository of structured organic reaction records. The task is: describe an organic reaction: reactants, conditions, products, and yield Starting materials: CCO, Cc1ccc2c(N3CCCC(CNC(=O)OCc4ccccc4)C3)nc(-c3ccccc3O)nc2c1. Yields the product Cc1ccc2c(N3CCCC(CN)C3)nc(-c3ccccc3O)nc2c1. Reaction SMILES: [CH3:37][CH2:38][OH:39].[OH:1][c:2]1[c:3](-[c:8]2[n:9][c:10]3[cH:11][c:12]([CH3:36])[cH:13][cH:14][c:15]3[c:16]([N:18]3[CH2:19][CH:20]([CH2:24][NH:25][C:26](=[O:27])[O:28][CH2:29][c:30]4[cH:31][cH:32][cH:33][cH:34][cH:35]4)[CH2:21][CH2:22][CH2:23]3)[n:17]2)[cH:4][cH:5][cH:6][cH:7]1>>[OH:1][c:2]1[c:3](-[c:8]2[n:9][c:10]3[cH:11][c:12]([CH3:36])[cH:13][cH:14][c:15]3[c:16]([N:18]3[CH2:19][CH:20]([CH2:24][NH2:25])[CH2:21][CH2:22][CH2:23]3)[n:17]2)[cH:4][cH:5][cH:6][cH:7]1.